This data is from the Open Reaction Database (ORD), a public repository of structured organic reaction records. The task is: describe an organic reaction: reactants, conditions, products, and yield The reactants are C(C1=CC=CC=C1)N(CCCCO)CC1=CNC2=C1N=CNC2=O (7-((benzyl(4-hydroxybutyl)amino)methyl)-3H-pyrrolo[3,2-d]pyrimidin-4(5H)-one). Reagents/catalysts: [Pd] (Pd—C). Run in C(C)(C)O (iso-propanol). Reaction conditions: temperature 50 celsius, time 8 hour. The product is OCCCCNCC1=CNC2=C1N=CNC2=O (7-(((4-hydroxybutyl)amino)methyl)-3H-pyrrolo[3,2-d]pyrimidin-4(5H)-one). Isolated yield 80.0%. Reaction SMILES: C([N:8]([CH2:14][C:15]1[C:19]2[N:20]=[CH:21][NH:22][C:23](=[O:24])[C:18]=2[NH:17][CH:16]=1)[CH2:9][CH2:10][CH2:11][CH2:12][OH:13])C1C=CC=CC=1>C(O)(C)C.[Pd]>[OH:13][CH2:12][CH2:11][CH2:10][CH2:9][NH:8][CH2:14][C:15]1[C:19]2[N:20]=[CH:21][NH:22][C:23](=[O:24])[C:18]=2[NH:17][CH:16]=1. Reported procedure: To 7-((benzyl(4-hydroxybutyl)amino)methyl)-3H-pyrrolo[3,2-d]pyrimidin-4(5H)-one (230 mg, 0.70 mmol) in iso-propanol (3 ml) was added 10% Pd—C (50 mg). The mixture was stirred at 50° C. under an atmospheric pressure of H2 overnight. Then the solution was filtered on a pad of Celite and the pad washed with MeOH (10 ml). The filtrate was evaporated to dryness and the residue was chromatographed on silica (DCM-MeOH 8:2+1% cNH3) to give 7-(((4-hydroxybutyl)amino)methyl)-3H-pyrrolo[3,2-d]pyrimidin-4(5...